This data is from the Open Reaction Database (ORD), a public repository of structured organic reaction records. The task is: describe an organic reaction: reactants, conditions, products, and yield Starting materials: NC1=CC(=C(C=C1)C1CCN(CC1)CC(=O)N)OC (2-[4-(4-Amino-2-methoxy-phenyl)-piperidin-1-yl]-acetamide), COC1=C(C=CC(=C1)NC1=NN2C(C=N1)=CC=C2C=2C=NC(=CC2)OC)C2CCN(CC2)CC(=O)N (2-(4-{2-Methoxy-4-[7-(6-methoxy-pyridin-3-yl)-pyrrolo[2,1-f][1,2,4]triazin-2-ylamino]-phenyl}-piperidin-1-yl)-acetamide), COC1=CC=C(C=N1)C1=CC=C2C=NC(=NN21)OS(=O)(=O)C(F)(F)F (Trifluoro-methanesulfonic acid 7-(6-methoxy-pyridin-3-yl)-pyrrolo[2,1-f][1,2,4]triazin-2-yl ester). Product: COC1=C(C=CC(=C1)NC1=NN2C(C=N1)=CC=C2C=2C=NC(=CC2)OC)C2CCN(CC2)CC(=O)N (2-(4-{2-Methoxy-4-[7-(6-methoxy-pyridin-3-yl)-pyrrolo[2,1-f][1,2,4]triazin-2-ylamino]-phenyl}-piperidin-1-yl)-acetamide), C(=O)(C(F)(F)F)O (TFA). The yield is 33.0%. Reaction SMILES: [CH3:1][O:2][C:3]1[CH:8]=[C:7]([NH:9][C:10]2[N:15]=[CH:14][C:13]3=[CH:16][CH:17]=[C:18]([C:19]4[CH:20]=[N:21][C:22]([O:25][CH3:26])=[CH:23][CH:24]=4)[N:12]3[N:11]=2)[CH:6]=[CH:5][C:4]=1[CH:27]1[CH2:32][CH2:31][N:30]([CH2:33][C:34]([NH2:36])=[O:35])[CH2:29][CH2:28]1.COC1N=CC(C2N3C(C=NC(OS([C:58]([F:61])([F:60])[F:59])(=O)=O)=N3)=CC=2)=CC=1.NC1C=CC(C2CCN(CC(N)=O)CC2)=C([O:79][CH3:80])C=1>>[CH3:1][O:2][C:3]1[CH:8]=[C:7]([NH:9][C:10]2[N:15]=[CH:14][C:13]3=[CH:16][CH:17]=[C:18]([C:19]4[CH:20]=[N:21][C:22]([O:25][CH3:26])=[CH:23][CH:24]=4)[N:12]3[N:11]=2)[CH:6]=[CH:5][C:4]=1[CH:27]1[CH2:32][CH2:31][N:30]([CH2:33][C:34]([NH2:36])=[O:35])[CH2:29][CH2:28]1.[C:80]([OH:79])([C:58]([F:59])([F:60])[F:61])=[O:2]. Procedure: 2-(4-{2-Methoxy-4-[7-(6-methoxy-pyridin-3-yl)-pyrrolo[2,1-f][1,2,4]triazin-2-ylamino]-phenyl}-piperidin-1-yl)-acetamide. Trifluoro-methanesulfonic acid 7-(6-methoxy-pyridin-3-yl)-pyrrolo[2,1-f][1,2,4]triazin-2-yl ester (0.138 g, 0.369 mmol; and 2-[4-(4-Amino-2-methoxy-phenyl)-piperidin-1-yl]-acetamide (0.121 g, 0.461 mmol) were reacted in an analogous manner to Example 908D at room temp for 72 h. The reaction mixture was concentrated, taken up in EtOAc, and washed with brine. The EtOAc layer was... Starting materials: ClC(C(=O)Cl)(CC(C#N)Cl)Cl (2,2,4-trichloro-4-cyanobutanoyl chloride), Cl (HCl). Run in desired solvent. Product: ClC1(C(NC(=C(C1)Cl)Cl)=O)Cl (3,3,5,6-tetrachloro-3,4-dihydropyridin-2-one). As a reaction SMILES: [Cl:1][C:2]([Cl:11])([CH2:6][CH:7]([Cl:10])[C:8]#[N:9])[C:3](Cl)=[O:4].[ClH:12]>>[Cl:1][C:2]1([Cl:11])[CH2:6][C:7]([Cl:10])=[C:8]([Cl:12])[NH:9][C:3]1=[O:4]. Procedure: The cyclization reaction may be conveniently conducted in a batch reaction or in a continuous fashion in a coil reactor. In a typical reaction, 2,2,4-trichloro-4-cyanobutanoyl chloride is diluted with the desired solvent in a closed pressure vessel, and the vessel is pressurized with anhydrous HCl to the desired pressure. The reaction mixture is stirred at the appropriate temperature until the reaction is completed, usually from about one to about three hours. The reaction vessel is vented and t... Reactants: C(C)(C)N(C(C)C)CC (N,N-diisopropylethylamine), C(C)OC(C=C(CBr)OC1=C(C=C(C=C1)F)F)=O (4-bromo-3-(2,4-difluoro-phenoxy)-but-2-enoic acid ethyl ester), Cl.COC([C@@H](N)CC(C)C)=O ((L)-leucine methyl ester hydrochloride), C(C)(C)N(C(C)C)CC (N,N-diisopropylethylamine). The solvent is C(C)#N (acetonitrile), C(C)#N (acetonitrile), C(C)#N (acetonitrile). Conditions: temperature 60 celsius, time 45 minute. Yields the product COC([C@H](CC(C)C)N1C(C=C(C1)OC1=C(C=C(C=C1)F)F)=O)=O ((S)-2-[4-(2,4-difluoro-phenoxy)-2-oxo-2,5-dihydro-pyrrol-1-yl]-4-methyl-pentanoic acid methyl ester). The yield is 34.6%. As a reaction SMILES: Cl.[CH3:2][O:3][C:4](=[O:11])[C@H:5]([CH2:7][CH:8]([CH3:10])[CH3:9])[NH2:6].C(N(CC)C(C)C)(C)C.C([O:23][C:24](=O)[CH:25]=[C:26]([O:29][C:30]1[CH:35]=[CH:34][C:33]([F:36])=[CH:32][C:31]=1[F:37])[CH2:27]Br)C>C(#N)C>[CH3:2][O:3][C:4](=[O:11])[C@@H:5]([N:6]1[CH2:27][C:26]([O:29][C:30]2[CH:35]=[CH:34][C:33]([F:36])=[CH:32][C:31]=2[F:37])=[CH:25][C:24]1=[O:23])[CH2:7][CH:8]([CH3:10])[CH3:9] |f:0.1|. Procedure details: A mixture of (L)-leucine methyl ester hydrochloride (0.90 g, 4.96 mmol) in acetonitrile (12.4 mL) was treated with N,N-diisopropylethylamine (0.80 mL, 4.87 mmol). After addition was complete, the mixture was stirred at 60° C. for 45 min. At this time, the reaction was cooled to 25° C., treated with N,N-diisopropylethylamine (0.80 mL, 4.87 mmol) and acetonitrile (12.4 mL) and then heated to 80° C. Upon reaching 80° C., the reaction was treated with a solution of 4-bromo-3-(2,4-difluoro-phenoxy)-b... Starting materials: C(=O)(OC(C)(C)C)N[C@@H](CC1=CC=CC=C1)C(=O)O (BOC-L-phenylalanine), NC1=C(C(=O)O)C=CC=C1C(F)(F)F (2-amino-3-trifluoromethyl benzoic acid). Solvent: C(Cl)Cl (methylene chloride), CN1CCOCC1 (N-methyl-morpholine), ClC(=O)OCC(C)C (isobutyl chloroformate), C(Cl)Cl (methylene chloride), C(Cl)Cl (methylene chloride), CN1CCOCC1 (N-methyl-morpholine). Product: C1(=CC=CC=C1)C[C@@H](C1=NC2=C(C(O1)=O)C=CC=C2C(F)(F)F)NC(OC(C)(C)C)=O (1,1-dimethylethyl N-[(S) 2-phenyl-1-[4-oxo-8-(trifluoromethyl)-4H-3,1-benzoxazin-2-yl]-ethyl]-carbamate). Yield: 44.5%. RXN SMILES: [C:1]([NH:8][C@H:9]([C:17]([OH:19])=O)[CH2:10][C:11]1[CH:16]=[CH:15][CH:14]=[CH:13][CH:12]=1)([O:3][C:4]([CH3:7])([CH3:6])[CH3:5])=[O:2].[NH2:20][C:21]1[C:29]([C:30]([F:33])([F:32])[F:31])=[CH:28][CH:27]=[CH:26][C:22]=1[C:23](O)=[O:24]>C(Cl)Cl.CN1CCOCC1.ClC(OCC(C)C)=O>[C:11]1([CH2:10][C@H:9]([NH:8][C:1](=[O:2])[O:3][C:4]([CH3:5])([CH3:6])[CH3:7])[C:17]2[O:19][C:23](=[O:24])[C:22]3[CH:26]=[CH:27][CH:28]=[C:29]([C:30]([F:31])([F:32])[F:33])[C:21]=3[N:20]=2)[CH:12]=[CH:13][CH:14]=[CH:15][CH:16]=1. Reported procedure: Using the procedure of Step A of Example 7, a solution of 19.9 g of BOC-L-phenylalanine in 150 ml of methylene chloride and 20.6 ml of N-methyl-morpholine, 19.5 ml of isobutyl chloroformate in 75 ml of methylene chloride and 15.4 g of 2-amino-3-trifluoromethyl benzoic acid in 150 ml of methylene chloride and 8.3 ml of N-methyl-morpholine were reacted to obtain 14.5 g of 1,1-dimethylethyl N-[(S) 2-phenyl-1-[4-oxo-8-(trifluoromethyl)-4H-3,1-benzoxazin-2-yl]-ethyl]-carbamate melting at 145° C. and ... The reactants are C(C)(C)N(C(C1=CC=C(C=O)C=C1)=O)C1CCCCC1 (terephthalaldehydic acid N-isopropyl-N-cyclohexyl amide), COC=1C=C(C=C(C1OC)OC)Br (3,4,5-trimethoxybromobenzene), C(CCC)[Li] (n-butyl lithium), OS(=O)(=O)[O-].[K+] (KHSO4). The solvent is C1CCOC1 (THF), C(C)OCC (ethyl ether), C1CCOC1 (THF). Reaction conditions: temperature -8 celsius, time 10 minute. Product: C1(CCCCC1)N(C(C1=CC=C(C=C1)C(C1=CC(=C(C(=C1)OC)OC)OC)O)=O)C(C)C (N-cyclohexyl-4-[hydroxy(3,4,5-trimethoxyphenyl)methyl]-N-(1-methylethyl)benzamide). RXN SMILES: [CH3:1][O:2][C:3]1[CH:4]=[C:5](Br)[CH:6]=[C:7]([O:11][CH3:12])[C:8]=1[O:9][CH3:10].C([Li])CCC.[CH:19]([N:22]([CH:33]1[CH2:38][CH2:37][CH2:36][CH2:35][CH2:34]1)[C:23](=[O:32])[C:24]1[CH:31]=[CH:30][C:27]([CH:28]=[O:29])=[CH:26][CH:25]=1)([CH3:21])[CH3:20].OS([O-])(=O)=O.[K+]>C(OCC)C.C1COCC1>[CH:33]1([N:22]([CH:19]([CH3:21])[CH3:20])[C:23](=[O:32])[C:24]2[CH:25]=[CH:26][C:27]([CH:28]([OH:29])[C:5]3[CH:4]=[C:3]([O:2][CH3:1])[C:8]([O:9][CH3:10])=[C:7]([O:11][CH3:12])[CH:6]=3)=[CH:30][CH:31]=2)[CH2:34][CH2:35][CH2:36][CH2:37][CH2:38]1 |f:3.4|. Procedure details: To a stirred, cold (-15° C.) solution of 3,4,5-trimethoxybromobenzene (965 mg, 3.9 mmol) in ethyl ether (15 ml) was added n-butyl lithium (3 ml of 1.6 M solution in hexane). The reaction mixture was stirred at -8° C. for 10 min., diluted with THF (5 ml) and warmed to 0° C. After stirring for 5 min., the reaction was cooled to -30° C. and a solution of terephthalaldehydic acid N-isopropyl-N-cyclohexyl amide (1.063 g, 3.9 mmol) in THF (5 ml) was added. After stirring at -30° C. for 10 min. and war... The product is COC1=CC2=C(CC(C(N(C2)CC(F)(F)F)=O)CC(=O)OC)C=C1 (Methyl (±)-8-methoxy-3-oxo-2-(2,2,2-trifluoroethyl)-2,3,4,5-tetrahydro-1H-2-benzazepine-4-acetate). Solvent: xylenes. Procedure: A mixture of methyl (±)-3-carbomethoxy-4-[2-(2,2,2-trifluoroethylamino)methyl-4-methoxyphenyl]butanoate (16.71 mmole), tripropylamine (9.5 mL, 50.13 mmole), and xylenes (170 mL) was heated at reflux. After 63 hr the reaction was concentrated, and the residue was chromatographed on silica (2:1 EtOAc/hexanes, load with CH2Cl2). The title compound (5.33 g, 92% for two steps) was obtained as a light yellow solid: TLC (40% EtOAc/hexanes) Rf 0.49; 1H NMR (250, CDCl3) δ 7.04 (d, J=8.5 Hz, 1 H), 6.80 (d... Isolated yield 92.4%. Reaction SMILES: [C:1]([CH:5]([CH2:11][C:12]1[CH:17]=[CH:16][C:15]([O:18][CH3:19])=[CH:14][C:13]=1[CH2:20][NH:21][CH2:22][C:23]([F:26])([F:25])[F:24])[CH2:6][C:7]([O:9][CH3:10])=[O:8])(OC)=[O:2].C(N(CCC)CCC)CC>>[CH3:19][O:18][C:15]1[CH:16]=[CH:17][C:12]2[CH2:11][CH:5]([CH2:6][C:7]([O:9][CH3:10])=[O:8])[C:1](=[O:2])[N:21]([CH2:22][C:23]([F:26])([F:25])[F:24])[CH2:20][C:13]=2[CH:14]=1. Reactants: C(=O)(OC)C(CC(=O)OC)CC1=C(C=C(C=C1)OC)CNCC(F)(F)F (methyl (±)-3-carbomethoxy-4-[2-(2,2,2-trifluoroethylamino)methyl-4-methoxyphenyl]butanoate), C(CC)N(CCC)CCC (tripropylamine).